From a dataset of the Open Reaction Database (ORD), a public repository of structured organic reaction records. describe an organic reaction: reactants, conditions, products, and yield Starting materials: COc1ccccc1, CCOC(C)=O, COc1ccc(CSC2CC(C(=O)N3CCC(n4ccnc4)CC3)N(C(=O)OCc3ccc([N+](=O)[O-])cc3)C2)cc1, [Na+], O=S(=O)(O)C(F)(F)F, O=C([O-])O, O=C(O)C(F)(F)F. Product: O=C(C1CC(S)CN1C(=O)OCc1ccc([N+](=O)[O-])cc1)N1CCC(n2ccnc2)CC1. As a reaction SMILES: [CH3:55][O:56][c:57]1[cH:58][cH:59][cH:60][cH:61][cH:62]1.[CH3:70][CH2:71][O:72][C:73](=[O:74])[CH3:75].[CH3:9][O:10][c:11]1[cH:12][cH:13][c:14]([CH2:15][S:16][CH:17]2[CH2:18][CH:19]([C:35](=[O:36])[N:37]3[CH2:38][CH2:39][CH:40]([n:43]4[cH:44][n:45][cH:46][cH:47]4)[CH2:41][CH2:42]3)[N:20]([C:22](=[O:23])[O:24][CH2:25][c:26]3[cH:27][cH:28][c:29]([N+:32](=[O:33])[O-:34])[cH:30][cH:31]3)[CH2:21]2)[cH:48][cH:49]1.[Na+:50].[OH:1][S:2]([C:3]([F:4])([F:5])[F:6])(=[O:7])=[O:8].[OH:51][C:52](=[O:53])[O-:54].[OH:63][C:64]([C:65]([F:66])([F:67])[F:68])=[O:69]>>[SH:16][CH:17]1[CH2:18][CH:19]([C:35](=[O:36])[N:37]2[CH2:38][CH2:39][CH:40]([n:43]3[cH:44][n:45][cH:46][cH:47]3)[CH2:41][CH2:42]2)[N:20]([C:22](=[O:23])[O:24][CH2:25][c:26]2[cH:27][cH:28][c:29]([N+:32](=[O:33])[O-:34])[cH:30][cH:31]2)[CH2:21]1. The reactants are CC1(C2C(C3=CC(=CC=C3O1)C#N)O2)C ((±)-2,2-dimethyl-1a,7b-dihydro-2H-1,3-dioxa-cyclopropa[a]naphthalene-6-carbonitrile), C1(=CC=CC=C1)C=1NC=CN1 (2-phenyl-1H-imidazole). The product is CC1(OC2=CC=C(C=C2C(=C1)N1C(=NC=C1)C1=CC=CC=C1)C#N)C (2,2-Dimethyl-4-(2-phenyl-imidazol-1-yl)-2H-chromene-6-carbonitrile). As a reaction SMILES: [CH3:1][C:2]1([CH3:15])[O:11][C:10]2[C:5](=[CH:6][C:7]([C:12]#[N:13])=[CH:8][CH:9]=2)[CH:4]2O[CH:3]12.[C:16]1([C:22]2[NH:23][CH:24]=[CH:25][N:26]=2)[CH:21]=[CH:20][CH:19]=[CH:18][CH:17]=1>>[CH3:1][C:2]1([CH3:15])[CH:3]=[C:4]([N:23]2[CH:24]=[CH:25][N:26]=[C:22]2[C:16]2[CH:21]=[CH:20][CH:19]=[CH:18][CH:17]=2)[C:5]2[C:10](=[CH:9][CH:8]=[C:7]([C:12]#[N:13])[CH:6]=2)[O:11]1. Procedure details: Following the procedure in Example 1, using (±)-2,2-dimethyl-1a,7b-dihydro-2H-1,3-dioxa-cyclopropa[a]naphthalene-6-carbonitrile and 2-phenyl-1H-imidazole as starting materials, the title compounds were prepared as white solids.